Dataset: the Open Reaction Database (ORD), a public repository of structured organic reaction records. Task: describe an organic reaction: reactants, conditions, products, and yield The reactants are CO, Cl, CN(C)c1nc(N)c2nc(Br)n(Cc3ccccc3)c2n1. Yields the product CN(C)c1nc(N)c2nc(O)n(Cc3ccccc3)c2n1. As a reaction SMILES: [CH3:22][OH:23].[ClH:24].[NH2:1][c:2]1[c:3]2[n:4][c:5]([Br:21])[n:6]([CH2:14][c:15]3[cH:16][cH:17][cH:18][cH:19][cH:20]3)[c:7]2[n:8][c:9]([N:11]([CH3:12])[CH3:13])[n:10]1>>[NH2:1][c:2]1[c:3]2[n:4][c:5]([OH:23])[n:6]([CH2:14][c:15]3[cH:16][cH:17][cH:18][cH:19][cH:20]3)[c:7]2[n:8][c:9]([N:11]([CH3:12])[CH3:13])[n:10]1.